Dataset: the Open Reaction Database (ORD), a public repository of structured organic reaction records. Task: describe an organic reaction: reactants, conditions, products, and yield The reactants are resultant suspension, CC1=C(N=CN1)CC1CCC=2N(C3=CC=CC=C3C2C1=O)C (1,2,3,9-tetrahydro-3-[(5-methyl-1H-imidazol-4-yl)methyl]-9-methyl-4H-carbazol-4-one), Cl (hydrochloric acid). The solvent is IMS. Yields the product O.Cl.CC1=C(N=CN1)CC1CCC=2N(C3=CC=CC=C3C2C1=O)C (1,2,3,9-Tetrahydro-3-[(5-methyl-1H-imidazol-4-yl)methyl]-9-methyl-4H-carbazol-4-one hydrochloride monohydrate). RXN SMILES: [CH3:1][C:2]1[NH:6][CH:5]=[N:4][C:3]=1[CH2:7][CH:8]1[C:20](=[O:21])[C:19]2[C:18]3[C:13](=[CH:14][CH:15]=[CH:16][CH:17]=3)[N:12]([CH3:22])[C:11]=2[CH2:10][CH2:9]1.[ClH:23]>>[OH2:21].[ClH:23].[CH3:1][C:2]1[NH:6][CH:5]=[N:4][C:3]=1[CH2:7][CH:8]1[C:20](=[O:21])[C:19]2[C:18]3[C:13](=[CH:14][CH:15]=[CH:16][CH:17]=3)[N:12]([CH3:22])[C:11]=2[CH2:10][CH2:9]1 |f:2.3.4|. Reported procedure: A suspension of 1,2,3,9-tetrahydro-3-[(5-methyl-1H-imidazol-4-yl)methyl]-9-methyl-4H-carbazol-4-one (20 g) in IMS (200 ml) was heated to boiling and 2N hydrochloric acid (50 ml) was added. The resulting solution was allowed to cool to 20°, the resultant suspension was stirred for 1 h and then cooled at 4° for 2 h. The product was filtered off and dried in vacuo at 55° to yield the title compound (20.8 g), m.p. 290° (decomp.). Reactants: CCO, CC(C)N1CCN(CCCN2C(=O)c3ccccc3C2=O)CC1, ClCCl, NN. Yields the product CC(C)N1CCN(CCCN)CC1. Reaction SMILES: [CH3:29][CH2:30][OH:31].[CH:3]([CH3:4])([CH3:5])[N:6]1[CH2:7][CH2:8][N:9]([CH2:12][CH2:13][CH2:14][N:15]2[C:16](=[O:17])[c:18]3[c:19]([cH:20][cH:21][cH:22][cH:23]3)[C:24]2=[O:25])[CH2:10][CH2:11]1.[Cl:26][CH2:27][Cl:28].[NH2:1][NH2:2]>>[CH:3]([CH3:4])([CH3:5])[N:6]1[CH2:7][CH2:8][N:9]([CH2:12][CH2:13][CH2:14][NH2:15])[CH2:10][CH2:11]1. The reactants are ClC1=C(C(=O)OC(C)(C)C)C=C(C=C1)CCO (tert-butyl 2-chloro-5-(2-hydroxyethyl)benzoate), [H-].[Na+] (sodium hydride), IC (iodomethane). The solvent is C1CCOC1 (THF). Yields the product ClC1=C(C(=O)OC(C)(C)C)C=C(C=C1)CCOC (tert-Butyl 2-chloro-5-(2-methoxyethyl)benzoate). As a reaction SMILES: [H-].[Na+].[Cl:3][C:4]1[CH:16]=[CH:15][C:14]([CH2:17][CH2:18][OH:19])=[CH:13][C:5]=1[C:6]([O:8][C:9]([CH3:12])([CH3:11])[CH3:10])=[O:7].I[CH3:21]>C1COCC1>[Cl:3][C:4]1[CH:16]=[CH:15][C:14]([CH2:17][CH2:18][O:19][CH3:21])=[CH:13][C:5]=1[C:6]([O:8][C:9]([CH3:12])([CH3:11])[CH3:10])=[O:7] |f:0.1|. Reported procedure: To a suspension of sodium hydride (60% w/w dispersion in oil, 2 eq.) in anhydrous THF (0.23 M) was added tert-butyl 2-chloro-5-(2-hydroxyethyl)benzoate from the previous step (1 eq.). The reaction mixture was heated at reflux for 30 min before iodomethane (7.9 eq.) was added. After carefully quenching with sat. aq. NaHCO3, the resulting mixture was extracted with ether. The combined organic extracts were washed with brine, dried over MgSO4 and filtered. Concentration of the filtrate in vacuo aff... The reactants are CSc1n[nH]c(N)n1, O=C(Cl)c1ccc(Cl)cc1, C1COCCO1, O, c1ccncc1. The product is CSc1nc(N)n(C(=O)c2ccc(Cl)cc2)n1. As a reaction SMILES: [CH3:7][S:8][c:9]1[n:10][nH:11][c:12]([NH2:14])[n:13]1.[Cl:15][c:16]1[cH:17][cH:18][c:19]([C:20](=[O:21])[Cl:22])[cH:23][cH:24]1.[O:26]1[CH2:27][CH2:28][O:29][CH2:30][CH2:31]1.[OH2:25].[cH:1]1[cH:2][cH:3][n:4][cH:5][cH:6]1>>[CH3:7][S:8][c:9]1[n:10][n:11]([C:20]([c:19]2[cH:18][cH:17][c:16]([Cl:15])[cH:24][cH:23]2)=[O:21])[c:12]([NH2:14])[n:13]1. Reactants: Cn1nc(Cl)cc(Br)c1=O, O=C([O-])[O-], CN(C)CC(C)(C)Oc1ccc(N)nn1, [Cs+], [Cs+], C1COCCO1. Product: CN(C)CC(C)(C)Oc1ccc(Nc2cc(Cl)nn(C)c2=O)nn1. RXN SMILES: [Br:16][c:17]1[c:18](=[O:25])[n:19]([CH3:24])[n:20][c:21]([Cl:23])[cH:22]1.[C:26](=[O:27])([O-:28])[O-:29].[CH3:1][N:2]([CH2:3][C:4]([CH3:5])([CH3:6])[O:7][c:8]1[cH:9][cH:10][c:11]([NH2:14])[n:12][n:13]1)[CH3:15].[Cs+:30].[Cs+:31].[O:32]1[CH2:33][CH2:34][O:35][CH2:36][CH2:37]1>>[CH3:1][N:2]([CH2:3][C:4]([CH3:5])([CH3:6])[O:7][c:8]1[cH:9][cH:10][c:11]([NH:14][c:17]2[c:18](=[O:25])[n:19]([CH3:24])[n:20][c:21]([Cl:23])[cH:22]2)[n:12][n:13]1)[CH3:15]. Reactants: Br, CCCCCCCCN1CCc2cc(OC)ccc2C1, CC(=O)O. Product: Br, CCCCCCCCN1CCc2cc(O)ccc2C1. As a reaction SMILES: [BrH:21].[CH3:1][O:2][c:3]1[cH:4][c:5]2[c:10]([cH:11][cH:12]1)[CH2:9][N:8]([CH2:13][CH2:14][CH2:15][CH2:16][CH2:17][CH2:18][CH2:19][CH3:20])[CH2:7][CH2:6]2.[CH3:22][C:23](=[O:24])[OH:25]>>[BrH:21].[OH:2][c:3]1[cH:4][c:5]2[c:10]([cH:11][cH:12]1)[CH2:9][N:8]([CH2:13][CH2:14][CH2:15][CH2:16][CH2:17][CH2:18][CH2:19][CH3:20])[CH2:7][CH2:6]2.